From a dataset of the Open Reaction Database (ORD), a public repository of structured organic reaction records. describe an organic reaction: reactants, conditions, products, and yield Reactants: C1COCCO1, O, O=[Se]=O, COC(=O)Cc1cnsn1. Yields the product COC(=O)C(=O)c1cnsn1. Reaction SMILES: [O:15]1[CH2:16][CH2:17][O:18][CH2:19][CH2:20]1.[OH2:14].[Se:11](=[O:12])=[O:13].[s:1]1[n:2][c:3]([CH2:6][C:7](=[O:8])[O:9][CH3:10])[cH:4][n:5]1>>[s:1]1[n:2][c:3]([C:6]([C:7](=[O:8])[O:9][CH3:10])=[O:12])[cH:4][n:5]1. Starting materials: N1=CC=C(C=C1)C1=NNC(=N1)C1=CC=NC=C1 (3,5-bis(4-pyridyl)-1,2,4-triazole), [H-].[Na+] (sodium hydride), CN(C=O)C (N,N-dimethylformamide), C(CC)I (n-propyl iodide). The solvent is O1CCCC1 (tetrahydrofuran). Reaction conditions: time 0.5 hour. Yields the product C(CC)N1N=C(N=C1C1=CC=NC=C1)C1=CC=NC=C1 (1-n-propyl-3,5-bis(4-pyridyl)-1,2,4-triazole). RXN SMILES: [N:1]1[CH:6]=[CH:5][C:4]([C:7]2[N:11]=[C:10]([C:12]3[CH:17]=[CH:16][N:15]=[CH:14][CH:13]=3)[NH:9][N:8]=2)=[CH:3][CH:2]=1.[H-].[Na+].CN(C)C=O.[CH2:25](I)[CH2:26][CH3:27]>O1CCCC1>[CH2:25]([N:8]1[C:7]([C:4]2[CH:5]=[CH:6][N:1]=[CH:2][CH:3]=2)=[N:11][C:10]([C:12]2[CH:17]=[CH:16][N:15]=[CH:14][CH:13]=2)=[N:9]1)[CH2:26][CH3:27] |f:1.2|. Procedure details: To 3,5-bis(4-pyridyl)-1,2,4-triazole (4.4 g., 0.02 mole) in dry tetrahydrofuran (200 ml.) is added 57% sodium hydride in mineral oil (1 g. 0.024 mole) and the mixture is heated 45 minutes at reflux. The suspension is concentrated to a solid, N,N-dimethylformamide (70 ml.) and n-propyl iodide (0.022 mole) are added. The mixture is stirred 0.5 hour at ambient temperature followed by heating on the steam bath for 4 hours. The solution is concentrated to a gum, water is added and the material solidi... The reactants are BrCc1ccccc1, O=C([O-])[O-], CCOC(C)=O, CC(C)=O, COC(=O)c1cc2ccc(F)cc2c(O)c1C, [K+], [K+]. Yields the product COC(=O)c1cc2ccc(F)cc2c(OCc2ccccc2)c1C. As a reaction SMILES: [Br:1][CH2:2][c:3]1[cH:4][cH:5][cH:6][cH:7][cH:8]1.[C:26](=[O:27])([O-:28])[O-:29].[CH3:32][CH2:33][O:34][C:35](=[O:36])[CH3:37].[CH3:38][C:39](=[O:40])[CH3:41].[CH3:9][O:10][C:11](=[O:12])[c:13]1[cH:14][c:15]2[cH:16][cH:17][c:18]([F:25])[cH:19][c:20]2[c:21]([OH:24])[c:22]1[CH3:23].[K+:30].[K+:31]>>[CH2:2]([c:3]1[cH:4][cH:5][cH:6][cH:7][cH:8]1)[O:24][c:21]1[c:20]2[c:15]([cH:14][c:13]([C:11]([O:10][CH3:9])=[O:12])[c:22]1[CH3:23])[cH:16][cH:17][c:18]([F:25])[cH:19]2. Reactants: N1(CCCCC1)CCC[O-].[Na+] (Sodium 3-piperidinopropanolate), C1(=CC=CC=C1)CCCBr (3-phenylpropyl bromide), C1COCCOCCOCCOCCO1 (15-crown-5). Run in C1(=CC=CC=C1)C (toluene). Yields the product N1(CCCCC1)CCCOCCCC1=CC=CC=C1 (3-Phenylpropyl 3-piperidinopropyl ether). As a reaction SMILES: [N:1]1([CH2:7][CH2:8][CH2:9][O-:10])[CH2:6][CH2:5][CH2:4][CH2:3][CH2:2]1.[Na+].[C:12]1([CH2:18][CH2:19][CH2:20]Br)[CH:17]=[CH:16][CH:15]=[CH:14][CH:13]=1.C1OCCOCCOCCOCCOC1>C1(C)C=CC=CC=1>[N:1]1([CH2:7][CH2:8][CH2:9][O:10][CH2:20][CH2:19][CH2:18][C:12]2[CH:17]=[CH:16][CH:15]=[CH:14][CH:13]=2)[CH2:6][CH2:5][CH2:4][CH2:3][CH2:2]1 |f:0.1|. Procedure: Sodium 3-piperidinopropanolate (20 mmol), 20 mmol of 3-phenylpropyl bromide, and 0.5 mmol of 15-crown-5 in 30 ml of dry toluene were refluxed for 4 hours. The solvent was evaporated and the residue purified by column chromatography on silica gel (eluent: methylene chloride/methanol/aqueous ammonia (90/10/0.5)). After removing the solvent under reduced pressure the residue was crystallized with oxalic acid from diethyl ether/ethanol. The reactants are 142.24, C(CCCCCCCCCCCCCCCCC)(=O)O (stearic acid), C(C)N(CCN)CC (2-diethylaminoethylamine). The solvent is C1(=CC=CC=C1)C (toluene). Yields the product C(CCCCCCCCCCCCCCCCC)(=O)NCCN(CC)CC (stearamidoethyl diethylamine). As a reaction SMILES: [C:1]([OH:20])(=O)[CH2:2][CH2:3][CH2:4][CH2:5][CH2:6][CH2:7][CH2:8][CH2:9][CH2:10][CH2:11][CH2:12][CH2:13][CH2:14][CH2:15][CH2:16][CH2:17][CH3:18].[CH2:21]([N:23]([CH2:27][CH3:28])[CH2:24][CH2:25][NH2:26])[CH3:22]>C1(C)C=CC=CC=1>[C:1]([NH:26][CH2:25][CH2:24][N:23]([CH2:27][CH3:28])[CH2:21][CH3:22])(=[O:20])[CH2:2][CH2:3][CH2:4][CH2:5][CH2:6][CH2:7][CH2:8][CH2:9][CH2:10][CH2:11][CH2:12][CH2:13][CH2:14][CH2:15][CH2:16][CH2:17][CH3:18]. Reported procedure: 142.24 (0.5 mole) stearic acid and 58.09 g (0.5 mole) 2-diethylaminoethylamine are heated in toluene to produce 0.5 mole stearamidoethyl diethylamine. 76.53 g (0.2 mole) of the stearamidoethyl diethylamine are then reacted with 49.60 g (0.1 mole) 1,12-dibromoheptaethylene glycol to yield compound FF, N,N'di(stearamidoethyl)-N,N,N',N'-tetraethyl-1,12(3,6,9,12,15-pentaoxadodecylene)diammonium dibromide of the formula: ##STR15## Reactants: CCOC(=O)C(C)Br, O=C([O-])[O-], CC(C)=O, Oc1ccc(Oc2ccc(F)cc2)cc1, [K+], [K+]. The product is CCOC(=O)C(C)Oc1ccc(Oc2ccc(F)cc2)cc1. As a reaction SMILES: [Br:16][CH:17]([C:18](=[O:19])[O:20][CH2:21][CH3:22])[CH3:23].[C:24](=[O:25])([O-:26])[O-:27].[CH3:30][C:31](=[O:32])[CH3:33].[F:1][c:2]1[cH:3][cH:4][c:5]([O:6][c:7]2[cH:8][cH:9][c:10]([OH:13])[cH:11][cH:12]2)[cH:14][cH:15]1.[K+:28].[K+:29]>>[F:1][c:2]1[cH:3][cH:4][c:5]([O:6][c:7]2[cH:8][cH:9][c:10]([O:13][CH:17]([C:18](=[O:19])[O:20][CH2:21][CH3:22])[CH3:23])[cH:11][cH:12]2)[cH:14][cH:15]1. Reactants: COCCOCCN(CCOCCOC)CCOCCOC, CCOC(C)=O, OCc1cccc(F)c1, O=[N+]([O-])c1cc(F)c(F)cc1F, [K+], [OH-], O. Yields the product O=[N+]([O-])c1cc(F)c(OCc2cccc(F)c2)cc1F. Reaction SMILES: [CH3:10][O:11][CH2:12][CH2:13][O:14][CH2:15][CH2:16][N:17]([CH2:18][CH2:19][O:20][CH2:21][CH2:22][O:23][CH3:24])[CH2:25][CH2:26][O:27][CH2:28][CH2:29][O:30][CH3:31].[CH3:46][CH2:47][O:48][C:49](=[O:50])[CH3:51].[F:1][c:2]1[cH:3][c:4]([CH2:5][OH:6])[cH:7][cH:8][cH:9]1.[F:34][c:35]1[c:36]([N+:43](=[O:44])[O-:45])[cH:37][c:38]([F:42])[c:39]([F:41])[cH:40]1.[K+:33].[OH-:32].[OH2:52]>>[F:1][c:2]1[cH:3][c:4]([CH2:5][O:6][c:39]2[c:38]([F:42])[cH:37][c:36]([N+:43](=[O:44])[O-:45])[c:35]([F:34])[cH:40]2)[cH:7][cH:8][cH:9]1.